describe an organic reaction: reactants, conditions, products, and yield From a dataset of the Open Reaction Database (ORD), a public repository of structured organic reaction records. The reactants are TEA, CS(=O)(=O)O (Methanesulfonic acid), ice, C(C)(C)(C)OC(=O)N1CC2N(CC1)C(N(C2=O)C2=CC(=CC(=C2)Cl)Cl)=O (2-(3,5-Dichlorophenyl)-1,3-dioxo-hexahydro-imidazo[1,5-a]pyrazine-7-carboxylic acid tert-butyl ester). Solvent: C(Cl)Cl (methylene chloride). Conditions: time 1 hour. Yields the product ClC=1C=C(C=C(C1)Cl)N1C(N2C(CNCC2)C1=O)=O (2-(3,5-Dichlorophenyl)-tetrahydro-imidazo[1,5-a]pyrazine-1,3-dione). Yield: 86.6%. As a reaction SMILES: CS(O)(=O)=O.C(OC([N:13]1[CH2:18][CH2:17][N:16]2[C:19](=[O:31])[N:20]([C:23]3[CH:28]=[C:27]([Cl:29])[CH:26]=[C:25]([Cl:30])[CH:24]=3)[C:21](=[O:22])[CH:15]2[CH2:14]1)=O)(C)(C)C>C(Cl)Cl>[Cl:29][C:27]1[CH:28]=[C:23]([N:20]2[C:21](=[O:22])[CH:15]3[CH2:14][NH:13][CH2:18][CH2:17][N:16]3[C:19]2=[O:31])[CH:24]=[C:25]([Cl:30])[CH:26]=1. Procedure: Methanesulfonic acid (2.1 mL, 32.7 mmol) was added to an ice-cold solution of 2-(3,5-Dichlorophenyl)-1,3-dioxo-hexahydro-imidazo[1,5-a]pyrazine-7-carboxylic acid tert-butyl ester (2.62 g, 6.54 mmol, Prep. 18) in methylene chloride (50 mL). After 1 h at RT, TEA (5 mL, 36 mmol) was added. The reaction mixture was washed twice with water, dried over sodium sulfate and concentrated in vacuo to yield the above compound (1.7 g) as a white solid. Mp=134° C. (crystallized from diethyl ether). Reactants: FC1=C(C=C(C=C1)/C=C/CCl)OC1=CC=CC=C1 (E-3-(4-fluoro-3-phenoxyphenyl)-1-chloro-prop-2-ene), C1(=CC=CC=C1)P(C1=CC=CC=C1)C1=CC=CC=C1 (triphenylphosphine). Yields the product [Cl-].FC1=C(C=C(C=C1)/C=C/C[P+](C1=CC=CC=C1)(C1=CC=CC=C1)C1=CC=CC=C1)OC1=CC=CC=C1 (E-3-(4-fluoro-3-phenoxyphenyl)prop-2-en-1-yl triphenyl phosphonium chloride). Reaction SMILES: [F:1][C:2]1[CH:7]=[CH:6][C:5](/[CH:8]=[CH:9]/[CH2:10][Cl:11])=[CH:4][C:3]=1[O:12][C:13]1[CH:18]=[CH:17][CH:16]=[CH:15][CH:14]=1.[C:19]1([P:25]([C:32]2[CH:37]=[CH:36][CH:35]=[CH:34][CH:33]=2)[C:26]2[CH:31]=[CH:30][CH:29]=[CH:28][CH:27]=2)[CH:24]=[CH:23][CH:22]=[CH:21][CH:20]=1>>[Cl-:11].[F:1][C:2]1[CH:7]=[CH:6][C:5](/[CH:8]=[CH:9]/[CH2:10][P+:25]([C:26]2[CH:27]=[CH:28][CH:29]=[CH:30][CH:31]=2)([C:32]2[CH:37]=[CH:36][CH:35]=[CH:34][CH:33]=2)[C:19]2[CH:20]=[CH:21][CH:22]=[CH:23][CH:24]=2)=[CH:4][C:3]=1[O:12][C:13]1[CH:18]=[CH:17][CH:16]=[CH:15][CH:14]=1 |f:2.3|. Reported procedure: A mixture of E-3-(4-fluoro-3-phenoxyphenyl)-1-chloro-prop-2-ene (42 g), triphenylphosphine (42 g) an (300 cm3) was heated at the reflux temperature for 16 hours. After cooling, crystals of E-3-(4-fluoro-3-phenoxyphenyl)prop-2-er-1-yl triphenyl phosphonium chloride (68 g) were filtered from the reaction mixture, washed with dry diethyl ether, dried by suction and stored in a desiccator under vacuum. Starting materials: O (Water), C(C)(=O)OCC (ethyl acetate), FC=1C=C(OC2=CC=C(O2)C=O)C=CC1 (5-(3-fluoro-phenoxy)-furan-2-carbaldehyde), Example 50, [BH4-].[Na+] (sodium borohydride). The solvent is O1CCCC1 (tetrahydrofuran). Conditions: time 1 hour. Product: FC=1C=C(OC2=CC=C(O2)CO)C=CC1 ((5-(3-Fluoro-phenoxy)-furan-2-yl)-methanol). RXN SMILES: [F:1][C:2]1[CH:3]=[C:4]([CH:13]=[CH:14][CH:15]=1)[O:5][C:6]1[O:10][C:9]([CH:11]=[O:12])=[CH:8][CH:7]=1.[BH4-].[Na+].O.C(OCC)(=O)C>O1CCCC1>[F:1][C:2]1[CH:3]=[C:4]([CH:13]=[CH:14][CH:15]=1)[O:5][C:6]1[O:10][C:9]([CH2:11][OH:12])=[CH:8][CH:7]=1 |f:1.2|. Reported procedure: To a solution of 5-(3-fluoro-phenoxy)-furan-2-carbaldehyde described in Preparation Example 50 (1.5 g, 7.3 mmol) in tetrahydrofuran (20 mL) was added sodium borohydride (280 mg, 7.3 mmol), and the solution was stirred at room temperature for 1 hour. Water and ethyl acetate were added to the reaction solution, which was then partitioned, the organic layer was washed with water twice, and the organic layer was filtered through a glass filter lined with silica gel. The solvent was evaporated in vac... Procedure details: Example 34 is prepared from 2-thiophenethiol and 1d using the procedure described for compound 20. RXN SMILES: [S:1]1[CH:5]=[CH:4][CH:3]=[C:2]1[SH:6].[CH3:7][O:8][C:9]1[CH:14]=[CH:13][C:12]([C:15]2[CH:20]=[CH:19][C:18]([S:21]([NH:24][CH:25]([CH2:30][CH:31]3[O:33][CH2:32]3)[C:26]([O:28]C)=[O:27])(=[O:23])=[O:22])=[CH:17][CH:16]=2)=[CH:11][CH:10]=1>>[CH3:7][O:8][C:9]1[CH:10]=[CH:11][C:12]([C:15]2[CH:16]=[CH:17][C:18]([S:21]([NH:24][CH:25]([CH2:30][CH:31]([OH:33])[CH2:32][S:6][C:2]3[S:1][CH:5]=[CH:4][CH:3]=3)[C:26]([OH:28])=[O:27])(=[O:22])=[O:23])=[CH:19][CH:20]=2)=[CH:13][CH:14]=1. Product: COC1=CC=C(C=C1)C1=CC=C(C=C1)S(=O)(=O)NC(C(=O)O)CC(CSC=1SC=CC1)O (2-[(4′-Methoxy[1,1′-biphenyl]-4-yl)sulfonyl]amino-4-hydroxy-5-[2-thienylthio]-pentanoic acid). Reactants: S1C(=CC=C1)S (2-thiophenethiol), COC1=CC=C(C=C1)C1=CC=C(C=C1)S(=O)(=O)NC(C(=O)OC)CC1CO1 (methyl 2-[(4′-methoxy[1,1′-biphenyl]-4-yl)sulfonyl]amino-4,5-epoxypentanoate), compound 20. Yields the product CC(C)(C)OC(=O)N1CCC(NCc2ccc(Cl)cc2Cl)C1. RXN SMILES: [BH4-:24].[C:1]([CH3:2])([CH3:3])([CH3:4])[O:5][C:6](=[O:7])[N:8]1[CH2:9][CH:10]([NH2:13])[CH2:11][CH2:12]1.[CH3:26][OH:27].[Cl:14][c:15]1[c:16]([CH:17]=[O:18])[cH:19][cH:20][c:21]([Cl:23])[cH:22]1.[Na+:25]>>[C:1]([CH3:2])([CH3:3])([CH3:4])[O:5][C:6](=[O:7])[N:8]1[CH2:9][CH:10]([NH:13][CH2:17][c:16]2[c:15]([Cl:14])[cH:22][c:21]([Cl:23])[cH:20][cH:19]2)[CH2:11][CH2:12]1. Starting materials: [BH4-], CC(C)(C)OC(=O)N1CCC(N)C1, CO, O=Cc1ccc(Cl)cc1Cl, [Na+].